Dataset: the Open Reaction Database (ORD), a public repository of structured organic reaction records. Task: describe an organic reaction: reactants, conditions, products, and yield Starting materials: FC(C=1SC=C(N1)C1CNCCO1)(F)F (2-(2-trifluoromethyl-thiazol-4-yl)morpholine), COC1=CC=C(C=C1)CC(C)=O (4-methoxyphenyl-propan-2-one). Yields the product COC1=CC=C(C=C1)CC(C)N1CC(OCC1)C=1N=C(SC1)C(F)(F)F (N-[2-(4-Methoxyphenyl)-1-methylethyl]-2-(2-trifluoromethylthiazol-4-yl)morpholine). As a reaction SMILES: [F:1][C:2]([F:15])([F:14])[C:3]1[S:4][CH:5]=[C:6]([CH:8]2[O:13][CH2:12][CH2:11][NH:10][CH2:9]2)[N:7]=1.[CH3:16][O:17][C:18]1[CH:23]=[CH:22][C:21]([CH2:24][C:25](=O)[CH3:26])=[CH:20][CH:19]=1>>[CH3:16][O:17][C:18]1[CH:23]=[CH:22][C:21]([CH2:24][CH:25]([N:10]2[CH2:11][CH2:12][O:13][CH:8]([C:6]3[N:7]=[C:3]([C:2]([F:14])([F:1])[F:15])[S:4][CH:5]=3)[CH2:9]2)[CH3:26])=[CH:20][CH:19]=1. Reported procedure: Prepared by analogy to Example 13 by reaction of 2-(2-trifluoromethyl-thiazol-4-yl)morpholine with 4-methoxyphenyl-propan-2-one followed by purification of the base on a silica gel column using chloroform/ethyl acetate=9:1 as eluant. The reactants are C1(=CC=C(C=C1)S(=O)(=O)O)C (p-toluene sulfonic acid), CC=CC1=CC=CC=C1 (methylstyrene), C(CO)O (ethylene glycol). Solvent: O (H2O). Conditions: time 5 day. The product is EtOAc hexanes, CC(C)(C1=CC=CC=C1)OCCO (2-[(1-methyl-1-phenylethyl)oxy]ethanol). Yield: 4.0%. As a reaction SMILES: [C:1]1(C)C=CC(S(O)(=O)=O)=CC=1.C[CH:13]=[CH:14][C:15]1[CH:20]=[CH:19][CH:18]=[CH:17][CH:16]=1.[CH2:21]([OH:24])[CH2:22][OH:23]>O>[CH3:1][C:14]([O:23][CH2:22][CH2:21][OH:24])([C:15]1[CH:16]=[CH:17][CH:18]=[CH:19][CH:20]=1)[CH3:13]. Reported procedure: A catalytic amount of either p-toluene sulfonic acid.H2O or Bio-Rad SCX resin (analytical grade, 5.1 meq/g, AG 50W-X8) was added to -methylstyrene (0.5 mL, 3.85 mmol) and ethylene glycol (0.21 mL, 3.85 mmol), and the reaction was stirred at rt for 5 days. The reaction mixture was loaded directly onto a SPE cartridge (10 g silica) and eluted with the following 10 mL fractions: 10% EtOAc/hexanes (fractions 1,2), 30% EtOAc/hexanes (fractions 3,4), and 50% EtOAc/hexanes (fractions 5,6) to give the t... The reactants are C(C)(C)(C)OC(=O)N1CC(C1)C(C)NC(=O)C1=CN(C2=NC=C(N=C21)C2=NN(C1=CC(=CC=C21)Cl)C)COCC[Si](C)(C)C (3-(1-{[2-(6-chloro-1-methyl-1H-indazol-3-yl)-5-(2-trimethylsilanylethoxymethyl)-5H-pyrrolo[2,3-b]pyrazine-7-carbonyl]-amino}-ethyl)-azetidine-1-carboxylic acid tert-butyl ester), C(C)(=O)Cl (acetyl chloride). The solvent is CO (MeOH). Run at time 1 hour. Product: Cl.N1CC(C1)C(C)NC(=O)C1=CN(C2=NC=C(N=C21)C2=NN(C1=CC(=CC=C21)Cl)C)COCC[Si](C)(C)C (2-(6-chloro-1-methyl-1H-indazol-3-yl)-5-(2-trimethylsilanyl-ethoxymethyl)-5H-pyrrolo[2,3-b]pyrazine-7-carboxylic acid (1-azetidin-3-yl-ethyl)-amide hydrochloride). Yield: 218.7%. RXN SMILES: C(OC([N:8]1[CH2:11][CH:10]([CH:12]([NH:14][C:15]([C:17]2[C:25]3[C:20](=[N:21][CH:22]=[C:23]([C:26]4[C:34]5[C:29](=[CH:30][C:31]([Cl:35])=[CH:32][CH:33]=5)[N:28]([CH3:36])[N:27]=4)[N:24]=3)[N:19]([CH2:37][O:38][CH2:39][CH2:40][Si:41]([CH3:44])([CH3:43])[CH3:42])[CH:18]=2)=[O:16])[CH3:13])[CH2:9]1)=O)(C)(C)C.C(Cl)(=O)C>CO>[ClH:35].[NH:8]1[CH2:9][CH:10]([CH:12]([NH:14][C:15]([C:17]2[C:25]3[C:20](=[N:21][CH:22]=[C:23]([C:26]4[C:34]5[C:29](=[CH:30][C:31]([Cl:35])=[CH:32][CH:33]=5)[N:28]([CH3:36])[N:27]=4)[N:24]=3)[N:19]([CH2:37][O:38][CH2:39][CH2:40][Si:41]([CH3:42])([CH3:44])[CH3:43])[CH:18]=2)=[O:16])[CH3:13])[CH2:11]1 |f:3.4|. Procedure: To a solution of 3-(1-{[2-(6-chloro-1-methyl-1H-indazol-3-yl)-5-(2-trimethylsilanylethoxymethyl)-5H-pyrrolo[2,3-b]pyrazine-7-carbonyl]-amino}-ethyl)-azetidine-1-carboxylic acid tert-butyl ester (150 mg, 0.23 mmol) in MeOH (4 mL) at 0° C. was added acetyl chloride (0.33 mL, 4.69 mmol) dropwise over 5 min. The reaction mixture was stirred at room temperature for 1 h as a thick precipitate gradually formed. The solvent was evaporated at room temperature and the residue was dried under high vacuum t... Reactants: CC(=O)[O-], CC(=O)[O-], [Cu+2], CN(C(=O)OC(C)(C)C)c1cccc(-n2c(=O)[nH]c3c(N)ncnc32)c1, OB(O)c1ccc(Oc2ccccc2)cc1, CN(C)C=O, c1ccncc1. Product: CN(C(=O)OC(C)(C)C)c1cccc(-n2c(=O)n(-c3ccc(Oc4ccccc4)cc3)c3c(N)ncnc32)c1. RXN SMILES: [C:54]([O-:55])(=[O:56])[CH3:57].[C:59]([O-:60])(=[O:61])[CH3:62].[Cu+2:58].[NH2:1][c:2]1[c:3]2[nH:4][c:5](=[O:26])[n:6](-[c:11]3[cH:12][c:13]([N:17]([C:18]([O:19][C:20]([CH3:21])([CH3:22])[CH3:23])=[O:24])[CH3:25])[cH:14][cH:15][cH:16]3)[c:7]2[n:8][cH:9][n:10]1.[O:27]([c:28]1[cH:29][cH:30][cH:31][cH:32][cH:33]1)[c:34]1[cH:35][cH:36][c:37]([B:40]([OH:41])[OH:42])[cH:38][cH:39]1.[O:49]=[CH:50][N:51]([CH3:52])[CH3:53].[cH:43]1[cH:44][cH:45][n:46][cH:47][cH:48]1>>[NH2:1][c:2]1[c:3]2[n:4](-[c:37]3[cH:36][cH:35][c:34]([O:27][c:28]4[cH:29][cH:30][cH:31][cH:32][cH:33]4)[cH:39][cH:38]3)[c:5](=[O:26])[n:6](-[c:11]3[cH:12][c:13]([N:17]([C:18]([O:19][C:20]([CH3:21])([CH3:22])[CH3:23])=[O:24])[CH3:25])[cH:14][cH:15][cH:16]3)[c:7]2[n:8][cH:9][n:10]1. Starting materials: COC=1C=C(N)C=CC1C(=O)OC (3-Methoxy-4-methoxycarbonylaniline), CC1(OC(C(C(O1)=O)=COC)=O)C (2,2-Dimethyl-5-methoxymethylene-1,3-dioxane-4,6-dione). Run in C(C)(C)O (isopropanol). Conditions: temperature 50 celsius. The product is COC=1C=C(NC=C2C(OC(OC2=O)(C)C)=O)C=CC1C(=O)OC (5-((3-methoxy-4-methoxycarbonylanilino)methylene)-2,2-dimethyl-1,3-dioxane-4,6-dione). The yield is 96.4%. Reaction SMILES: [CH3:1][O:2][C:3]1[CH:4]=[C:5]([CH:7]=[CH:8][C:9]=1[C:10]([O:12][CH3:13])=[O:11])[NH2:6].[CH3:14][C:15]1([CH3:26])[O:20][C:19](=[O:21])[C:18](=[CH:22]OC)[C:17](=[O:25])[O:16]1>C(O)(C)C>[CH3:1][O:2][C:3]1[CH:4]=[C:5]([CH:7]=[CH:8][C:9]=1[C:10]([O:12][CH3:13])=[O:11])[NH:6][CH:22]=[C:18]1[C:17](=[O:25])[O:16][C:15]([CH3:14])([CH3:26])[O:20][C:19]1=[O:21]. Procedure details: 3-Methoxy-4-methoxycarbonylaniline (14.15 g, 78 mmol) was suspended in isopropanol and heated at 50° C. 2,2-Dimethyl-5-methoxymethylene-1,3-dioxane-4,6-dione (14.8 g, 80 mmol), (Montatsh. Chem. 1967, 98, 564), was then added in portions over 10 minutes and the mixture was heated at reflux for 30 minutes. The mixture was left to cool to ambient temperature overnight. The precipitate formed was collected by filtration, washed with isopropanol and dried under vacuum to give 5-((3-methoxy-4-methoxyc... Reactants: FC=1C(=C2/C(/C(NC2=CC1)=O)=C/C=1NC=CC1OC)C#C[C@H]1NC[C@@H](C1)O ((Z)-1,3-Dihydro-5-fluoro-4-[(2S,4R)-(4-hydroxy-pyrrolidin-2-yl)-ethynyl]-3-[(3-methoxy-1H-pyrrol-2-yl)methylene]-2H-indol-2-one), Cl (HCl), C(Cl)Cl.CO (CH2Cl2 MeOH), pentanes. The solvent is CN(C)C=O (DMF). Product: Cl.FC=1C(=C2/C(/C(NC2=CC1)=O)=C/C=1NC=CC1OC)C#C[C@H]1NC[C@@H](C1)O ((Z)-1,3-Dihydro-5-fluoro-4-[(2S,4R)-(4-hydroxy-pyrrolidin-2-yl)-ethynyl]-3-[(3-methoxy-1H-pyrrol-2-yl)methylene]-2H-indol-2-one hydrochloride salt). RXN SMILES: [F:1][C:2]1[C:3]([C:20]#[C:21][C@@H:22]2[CH2:26][C@@H:25]([OH:27])[CH2:24][NH:23]2)=[C:4]2[C:8](=[CH:9][CH:10]=1)[NH:7][C:6](=[O:11])/[C:5]/2=[CH:12]\[C:13]1[NH:14][CH:15]=[CH:16][C:17]=1[O:18][CH3:19].Cl.C(Cl)[Cl:30].CO>CN(C=O)C>[ClH:30].[F:1][C:2]1[C:3]([C:20]#[C:21][C@@H:22]2[CH2:26][C@@H:25]([OH:27])[CH2:24][NH:23]2)=[C:4]2[C:8](=[CH:9][CH:10]=1)[NH:7][C:6](=[O:11])/[C:5]/2=[CH:12]\[C:13]1[NH:14][CH:15]=[CH:16][C:17]=1[O:18][CH3:19] |f:2.3,5.6|. Reported procedure: A solution of (Z)-1,3-dihydro-5-fluoro-4-[(2S,4R)-(4-hydroxy-pyrrolidin-2-yl)-ethynyl]-3-[(3-methoxy-1H-pyrrol-2-yl)methylene]-2H-indol-2-one (30 mg, 0.06 mmol) (Example 99D above) in DMF (3 mL) was treated with aqueous HCl under vigorous stirring. The solution was lyophilized and the residue was perceipitated from a mixture of CH2Cl2 /MeOH (3:1) with excess of pentanes. (Yield 30 mg, 91%). RXN SMILES: [Br-:17].[CH3:18][Mg+:19].[Cl:1][c:2]1[cH:3][cH:4][c:5]([OH:16])[c:6]([C:8]([CH2:9][n:10]2[cH:11][n:12][cH:13][cH:14]2)=[O:15])[cH:7]1.[O:20]1[CH2:21][CH2:22][CH2:23][CH2:24]1>>[Cl:1][c:2]1[cH:3][cH:4][c:5]([OH:16])[c:6]([C:8]([CH2:9][n:10]2[cH:11][n:12][cH:13][cH:14]2)([OH:15])[CH3:18])[cH:7]1. Starting materials: [Br-], C[Mg+], O=C(Cn1ccnc1)c1cc(Cl)ccc1O, C1CCOC1. Yields the product CC(O)(Cn1ccnc1)c1cc(Cl)ccc1O. Reactants: C(C)OC(CC(C1=C(C=CC=C1)N=NC1=CC=C(C=C1)Cl)=O)=O (2-(4'-chlorophenylazo)-benzoylacetic acid ethyl ester), ClC1=CC=C(C=C1)N1N=C(C(=N1)C=O)C (2-(4'chlorophenyl)-4-formyl-5-methyl-1,2,3-triazole), C(C)OC(C(C(=O)C)N=NC1=CC=C(C=C1)Cl)=O (2-(4'-chlorophenylazo)-acetoacetic acid ethyl ester). The product is C(=O)C1=NN(N=C1C1=CC=CC=C1)C1=CC=CC=C1 (4-Formyl-2,5-diphenyl-1,2,3-triazole). As a reaction SMILES: C(O[C:4](=O)[CH2:5][C:6](=O)[C:7]1C=CC=C[C:8]=1N=NC1C=CC(Cl)=CC=1)C.Cl[C:25]1[CH:30]=[CH:29][C:28]([N:31]2[N:35]=[C:34]([CH:36]=[O:37])[C:33]([CH3:38])=[N:32]2)=[CH:27][CH:26]=1.C(OC(=O)C(N=NC1C=CC(Cl)=CC=1)C(C)=O)C>>[CH:36]([C:34]1[C:33]([C:38]2[CH:8]=[CH:7][CH:6]=[CH:5][CH:4]=2)=[N:32][N:31]([C:28]2[CH:29]=[CH:30][CH:25]=[CH:26][CH:27]=2)[N:35]=1)=[O:37]. Procedure: In a similar manner, 2-(4'-chlorophenyl)-4-formyl-5-phenyl-1,2,3-triazole of melting point 137° - 138° C. is obtained using 2-(4'-chlorophenylazo)-benzoylacetic acid ethyl ester and 2-(4'chlorophenyl)-4-formyl-5-methyl-1,2,3-triazole of melting point 110° - 111° C. is obtained using 2-(4'-chlorophenylazo)-acetoacetic acid ethyl ester. Reactants: ClC=1C=C(C2=C(C=CO2)C1)Br (5-chloro-7-bromobenzofuran), C(C1=CC=CC=C1)N1CC(C(CC1)=O)(C)C (1-benzyl-3,3-dimethyl-4-oxopiperidine). Product: Cl.CC1(CNCC=C1C1=CC(=CC=2C=COC21)Cl)C (3,3-dimethyl-4-(5-chlorobenzofur-7-yl)-1,2,3,6-tetrahydropyridine hydrochloride). RXN SMILES: [Cl:1][C:2]1[CH:3]=[C:4](Br)[C:5]2[O:9][CH:8]=[CH:7][C:6]=2[CH:10]=1.C([N:19]1[CH2:24][CH2:23][C:22](=O)[C:21]([CH3:27])([CH3:26])[CH2:20]1)C1C=CC=CC=1>>[ClH:1].[CH3:26][C:21]1([CH3:27])[C:22]([C:4]2[C:5]3[O:9][CH:8]=[CH:7][C:6]=3[CH:10]=[C:2]([Cl:1])[CH:3]=2)=[CH:23][CH2:24][NH:19][CH2:20]1 |f:2.3|. Procedure details: Beginning with 5-chloro-7-bromobenzofuran and 1-benzyl-3,3-dimethyl-4-oxopiperidine, 0.29 gm of the title compound were prepared essentially as described in EXAMPLE 5.